From a dataset of the Open Reaction Database (ORD), a public repository of structured organic reaction records. describe an organic reaction: reactants, conditions, products, and yield The reactants are O=C[C@H](O)[C@@H](O)[C@@H](O)[C@H](O)CO (D-galactose), CC(COC)N ((1-methyl-2-methoxy-ethyl)amine), ClCCN=C=O (2-chloroethyl isocyanate). The product is ClCCNC(=O)N(C1[C@H](O)[C@@H](O)[C@@H](O)[C@H](O1)CO)C(COC)C (1-(2-chloroethyl)-3-(1-methyl-2-methoxy-ethyl)-3-(D-galactopyranosyl)urea). Yield: 53.3%. RXN SMILES: O=[CH:2][C@@H:3]([C@H:5]([C@H:7]([C@@H:9]([CH2:11][OH:12])[OH:10])[OH:8])[OH:6])[OH:4].[CH3:13][CH:14]([NH2:18])[CH2:15][O:16][CH3:17].[Cl:19][CH2:20][CH2:21][N:22]=[C:23]=[O:24]>>[Cl:19][CH2:20][CH2:21][NH:22][C:23]([N:18]([CH:14]([CH3:13])[CH2:15][O:16][CH3:17])[CH:2]1[O:10][C@H:9]([CH2:11][OH:12])[C@H:7]([OH:8])[C@H:5]([OH:6])[C@H:3]1[OH:4])=[O:24]. Procedure details: 3.6 g of D-galactose, 3.5 g of (1-methyl-2-methoxy-ethyl)amine and 3.5 g of 2-chloroethyl isocyanate are treated in the same manner as described in Example 13-(1). 3.8 g of 1-(2-chloroethyl)-3-(1-methyl-2-methoxy-ethyl)-3-(D-galactopyranosyl)urea are thereby obtained as colorless caramel.